This data is from the Open Reaction Database (ORD), a public repository of structured organic reaction records. The task is: describe an organic reaction: reactants, conditions, products, and yield Reactants: [H-].[Na+] (sodium hydride), O1CCCC1 (tetrahydrofuran), BrC=1SC=2CCN(CCC2N1)C(=O)C1CC1 ((2-Bromo-4,5,7,8-tetrahydro-thiazolo[5,4-d]azepin-6-yl)-cyclopropyl-methanone), O1CCCC1 (tetrahydrofuran), C1(CCC1)N1CCC(CC1)O (1-Cyclobutyl-piperidin-4-ol), O1CCCC1 (tetrahydrofuran). Product: C1(CCC1)C1(CCNCC1)OC=1SC=2CCN(CCC2N1)C(=O)C1CC1 ([2-(4-Cyclobutylpiperidin-4yl-oxy)-4,5,7,8-tetrahydro-thiazolo[5,4-d]azepin-6-yl]-cyclopropyl-methanone). RXN SMILES: C1([N:5]2[CH2:10][CH2:9][CH:8]([OH:11])[CH2:7][CH2:6]2)CCC1.[H-].[Na+].Br[C:15]1[S:16][C:17]2[CH2:18][CH2:19][N:20]([C:25]([CH:27]3[CH2:29][CH2:28]3)=[O:26])[CH2:21][CH2:22][C:23]=2[N:24]=1.O1[CH2:34][CH2:33][CH2:32][CH2:31]1>>[CH:31]1([C:8]2([O:11][C:15]3[S:16][C:17]4[CH2:18][CH2:19][N:20]([C:25]([CH:27]5[CH2:29][CH2:28]5)=[O:26])[CH2:21][CH2:22][C:23]=4[N:24]=3)[CH2:7][CH2:6][NH:5][CH2:10][CH2:9]2)[CH2:34][CH2:33][CH2:32]1 |f:1.2|. Procedure: 1-Cyclobutyl-piperidin-4-ol (0.04 grams, 0.26 mmol) in tetrahydrofuran (3 mL) was treated with cooled and stirred suspension of sodium hydride (0.021 grams, 0.51 mmol) in tetrahydrofuran (8 mL) slowly over the period of 5 minutes and the reaction mixture was stirred for 2 hours at room temperature. A solution of (2-Bromo-4,5,7,8-tetrahydro-thiazolo[5,4-d]azepin-6-yl)-cyclopropyl-methanone (0.053 grams, 0.17 mmol, obtained in above step) in tetrahydrofuran (3 mL) was added drop wise over a period... Reactants: O (water), O (water), ClC=1C=C2CCC=C(C2=CC1Cl)C1=CC=C(C=C1)Cl (6,7-Dichloro-1-(4-chlorophenyl)-3,4-dihydronaphthalene), BrNC(C)=O (N-bromoacetamide). The solvent is CC(=O)C (acetone), CC(=O)C (acetone). Reaction conditions: time 2 hour. Yields the product BrC1C(C2=CC(=C(C=C2CC1)Cl)Cl)(O)C1=CC=C(C=C1)Cl (2-bromo-6,7-dichloro-1-(4-chlorophenyl)-1,2,3,4-tetrahydro-1-naphthol). Reaction SMILES: [Cl:1][C:2]1[CH:3]=[C:4]2[C:9](=[CH:10][C:11]=1[Cl:12])[C:8]([C:13]1[CH:18]=[CH:17][C:16]([Cl:19])=[CH:15][CH:14]=1)=[CH:7][CH2:6][CH2:5]2.[OH2:20].[Br:21]NC(=O)C>CC(C)=O>[Br:21][CH:7]1[CH2:6][CH2:5][C:4]2[C:9](=[CH:10][C:11]([Cl:12])=[C:2]([Cl:1])[CH:3]=2)[C:8]1([C:13]1[CH:18]=[CH:17][C:16]([Cl:19])=[CH:15][CH:14]=1)[OH:20]. Procedure details: 6,7-Dichloro-1-(4-chlorophenyl)-3,4-dihydronaphthalene (3.0 g.) was dissolved in acetone (80 ml.), then water (30 ml.) was added, followed by a solution of N-bromoacetamide (3.0 g.) in acetone (40 ml.), and the mixture was stirred for 2 hours. The reaction mixture was then poured into water (150 ml.) and extracted with ether (3×80 ml.), the extracts were combined and dried, and the solvent was evaporated under reduced pressure to leave an oil. This residual oil was chromatographed on silica (Mer... Reactants: C(C)OC(C(F)(F)Br)=O (2-bromo-2,2-difluoroacetic acid ethyl ester), [H-].[Na+] (NaH), oil, FC1=CC=C(C=C1)O (4-Fluorophenol). The solvent is C(C)OCC (ethyl ether). Reaction conditions: time 10 minute. Yields the product C(C)OC(C(OC1=CC=C(C=C1)F)(F)F)=O (2,2-difluoro-2-(4-fluorophenoxy)acetic acid ethyl ester). Yield: 58.7%. RXN SMILES: [H-].[Na+].[F:3][C:4]1[CH:9]=[CH:8][C:7]([OH:10])=[CH:6][CH:5]=1.[CH2:11]([O:13][C:14](=[O:19])[C:15](Br)([F:17])[F:16])[CH3:12]>C(OCC)C>[CH2:11]([O:13][C:14](=[O:19])[C:15]([F:17])([F:16])[O:10][C:7]1[CH:8]=[CH:9][C:4]([F:3])=[CH:5][CH:6]=1)[CH3:12] |f:0.1|. Procedure details: A suspension of 60% of NaH in oil (3.84 g, 96 mmol) was washed three times with hexanes and the solid was suspended in dry DMF (80 ml). 4-Fluorophenol (8.96 g, 80 mmol) was slowly added over a period of 5 min and the reaction mixture was stirred at rt for about 10 min. The reaction mixture was cooled at 0° C. and 2-bromo-2,2-difluoroacetic acid ethyl ester (16.24 g, 80 mmol) was slowly added. The reaction mixture was heated at 90° C. for 20 h. After allowing the reaction to reach room temperatur...